From a dataset of the Open Reaction Database (ORD), a public repository of structured organic reaction records. describe an organic reaction: reactants, conditions, products, and yield Starting materials: C(C)(C)N(CC)C(C)C (diisopropylethylamine), Cl (HCl), ClC(C)OC(=O)Cl (1-chloroethylchloroformate), COC1=C2CCN(CC2=C(C=C1)OC)S(=O)(=O)C1=CC(=C(C=C1)OC)N1CCN(CC1)C (5,8-dimethoxy-2-[4-methoxy-3-(4-methyl-1-piperazinyl)benzenesulfonyl]-1,2,3,4-tetrahydroisoquinoline). Solvent: ClCCCl (1,2-dichloroethane), CC(=O)C.ClCCl (acetone dichloromethane). Run at time 24 hour. Product: Cl.COC1=C2CCN(CC2=C(C=C1)OC)S(=O)(=O)C1=CC(=C(C=C1)OC)N1CCNCC1 (5,8-Dimethoxy-2-(4-methoxy-3-piperazin-1-ylbenzensulfonyl)-1,2,3,4-tetrahydroisoquinoline hydrochloride). Reaction SMILES: [Cl:1]C(OC(Cl)=O)C.[CH3:8][O:9][C:10]1[CH:19]=[CH:18][C:17]([O:20][CH3:21])=[C:16]2[C:11]=1[CH2:12][CH2:13][N:14]([S:22]([C:25]1[CH:30]=[CH:29][C:28]([O:31][CH3:32])=[C:27]([N:33]3[CH2:38][CH2:37][N:36](C)[CH2:35][CH2:34]3)[CH:26]=1)(=[O:24])=[O:23])[CH2:15]2.C(N(C(C)C)CC)(C)C.Cl>ClCCCl.CC(C)=O.ClCCl>[ClH:1].[CH3:8][O:9][C:10]1[CH:19]=[CH:18][C:17]([O:20][CH3:21])=[C:16]2[C:11]=1[CH2:12][CH2:13][N:14]([S:22]([C:25]1[CH:30]=[CH:29][C:28]([O:31][CH3:32])=[C:27]([N:33]3[CH2:38][CH2:37][NH:36][CH2:35][CH2:34]3)[CH:26]=1)(=[O:24])=[O:23])[CH2:15]2 |f:5.6,7.8|. Procedure details: A solution of 1-chloroethylchloroformate (0.12 ml;1.11 mmol) and 5,8-dimethoxy-2-[4-methoxy-3-(4-methyl-1-piperazinyl)benzenesulfonyl]-1,2,3,4-tetrahydroisoquinoline (E21) (111 mg;0.223 mmol) in 1,2-dichloroethane (3 ml) was refluxed for 0.75 h, cooled, diluted with diisopropylethylamine (0.19 ml;1.11 mmol) and refluxed for a further 2.5 hrs. The solution was concentrated to a residue which was re-dissolved in methanol, refluxed for 1 hr and then stirred at room temperature for 24 h. The mixture... Reactants: C(#N)C[C@@H]1C[C@@H](OC(O1)(C)C)CC(=O)O ((±)-cis-6-(cyanomethyl)-2,2-dimethyl-1,3-dioxane-4-acetic acid), N (ammonia), [H][H] (hydrogen), O (water). Solvent: CO (methanol). Reaction conditions: temperature 45 celsius. Yields the product NCC[C@@H]1C[C@@H](OC(O1)(C)C)CC(=O)O ((±)-cis-6-(2-aminoethyl)-2,2-dimethyl-1,3-dioxane-4-acetic acid). Yield: 52.8%. RXN SMILES: [C:1]([CH2:3][C@H:4]1[O:9][C:8]([CH3:11])([CH3:10])[O:7][C@@H:6]([CH2:12][C:13]([OH:15])=[O:14])[CH2:5]1)#[N:2].N.O.[H][H]>CO>[NH2:2][CH2:1][CH2:3][C@H:4]1[O:9][C:8]([CH3:11])([CH3:10])[O:7][C@@H:6]([CH2:12][C:13]([OH:15])=[O:14])[CH2:5]1. Procedure details: A solution of 1.04 g (4.88 mmol) of (±)-cis-6-(cyanomethyl)-2,2-dimethyl-1,3-dioxane-4-acetic acid in 100 mL of methanol saturated with anhydrous ammonia is added to a Parr shaker bottle containing 0.53 g of water wet Raney nickel #30. The solution is heated at 45° C. and 50 psig hydrogen pressure for 17 hours. The suspension is cooled and filtered to remove the Raney nickel through filter aid and the precipitate washed with methanol. The filtrate is concentrated at reduced pressure. The residue... Reactants: S(O)(O)(=O)=O (sulphuric acid), C(C)O (ethanol), ClS(=O)(=O)C=1C=CC(=C(C(=O)N)C1)OCCC (5-chlorosulphonyl-2-propoxybenzamide). The reagents and catalysts are [Zn] (zinc). Run in O (water), O (water). Reaction conditions: temperature -5 celsius, time 90 minute. Product: C(CC)OC1=C(C(=O)N)C=C(C=C1)S (2-propoxy-5-mercaptobenzamide). RXN SMILES: Cl[S:2]([C:5]1[CH:6]=[CH:7][C:8]([O:14][CH2:15][CH2:16][CH3:17])=[C:9]([CH:13]=1)[C:10]([NH2:12])=[O:11])(=O)=O.S(=O)(=O)(O)O.C(O)C>[Zn].O>[CH2:15]([O:14][C:8]1[CH:7]=[CH:6][C:5]([SH:2])=[CH:13][C:9]=1[C:10]([NH2:12])=[O:11])[CH2:16][CH3:17]. Procedure: Finely powdered 5-chlorosulphonyl-2-propoxybenzamide (3.0 g.; prepared from the product described in Reference Example 1) was added to a mixture of concentrated sulphuric acid (12 ml.), water (25 ml.) and ethanol (25 ml.) at -20° C. The mixture was allowed to warm to -5° C. with stirring, and then powdered zinc (6 g.) was added at such a rate that the temperature did not exceed 0° C. After stirring at between -5° C. and +5° C. for 90 minutes, then at room temperature for 90 minutes, water (50 ml... Starting materials: OC1=CC=C(C=C1)C(=O)C1=CC=C(C=C1)CCCC (4-n-Butylphenyl 4-hydroxyphenyl ketone), ClC1=CC=NC2=CC(=C(C=C12)OC)OC (4-chloro-6,7-dimethoxyquinoline). Run in COCCOCCOC (diethylene glycol dimethyl ether). Reaction conditions: temperature 180 celsius. The product is C(CCC)C1=CC=C(C=C1)C(=O)C1=CC=C(C=C1)OC1=CC=NC2=CC(=C(C=C12)OC)OC ((4-n-Butylphenyl){4-[(6,7-dimethoxy-4-quinolyl)oxy]phenyl}methanone). Isolated yield 31.7%. RXN SMILES: [OH:1][C:2]1[CH:7]=[CH:6][C:5]([C:8]([C:10]2[CH:15]=[CH:14][C:13]([CH2:16][CH2:17][CH2:18][CH3:19])=[CH:12][CH:11]=2)=[O:9])=[CH:4][CH:3]=1.Cl[C:21]1[C:30]2[C:25](=[CH:26][C:27]([O:33][CH3:34])=[C:28]([O:31][CH3:32])[CH:29]=2)[N:24]=[CH:23][CH:22]=1>COCCOCCOC>[CH2:16]([C:13]1[CH:12]=[CH:11][C:10]([C:8]([C:5]2[CH:4]=[CH:3][C:2]([O:1][C:21]3[C:30]4[C:25](=[CH:26][C:27]([O:33][CH3:34])=[C:28]([O:31][CH3:32])[CH:29]=4)[N:24]=[CH:23][CH:22]=3)=[CH:7][CH:6]=2)=[O:9])=[CH:15][CH:14]=1)[CH2:17][CH2:18][CH3:19]. Procedure details: Under argon, 4-n-butylphenyl 4-hydroxyphenyl ketone (727 mg) obtained in Example 148 and 4-chloro-6,7-dimethoxyquinoline (639 mg) were dissolved in diethylene glycol dimethyl ether (10 ml), and the solution was then refluxed with heat at 180° C. for 10 hours. The reaction mixture was partitioned between saturated aqueous sodium hydrogen carbonate and chloroform, and the chloroform layer was then dried with anhydrous magnesium sulfate. After removing the solvent by reduced-pressure distillation, ... Starting materials: CC(CCC(C)=O)=O (2,5-hexanedione), C(COCCO)N (diglycolamine). Reagents/catalysts: C1(=CC=C(C=C1)S(=O)(=O)O)C (p-toluenesulfonic acid). Run in C1(=CC=CC=C1)C (toluene). The product is OCCOCCN1C(=CC=C1C)C (N-(hydroxyethoxyethyl)-2,5-dimethylpyrrole). Isolated yield 90.2%. As a reaction SMILES: [CH3:1][C:2](=O)[CH2:3][CH2:4][C:5](=O)[CH3:6].[CH2:9]([NH2:15])[CH2:10][O:11][CH2:12][CH2:13][OH:14]>C1(C)C=CC=CC=1.C1(C)C=CC(S(O)(=O)=O)=CC=1>[OH:14][CH2:13][CH2:12][O:11][CH2:10][CH2:9][N:15]1[C:2]([CH3:1])=[CH:3][CH:4]=[C:5]1[CH3:6]. Reported procedure: A solution of 0.95 moles of 2,5-hexanedione, 0.95 mole of diglycolamine, and 1.4 g of p-toluenesulfonic acid in 400 ml of toluene was refluxed in a flask fitted with a Dean-Stark trap. After removal of the required amount of water, distillation yielded 157 g of N-(hydroxyethoxyethyl)-2,5-dimethylpyrrole with b.p.=110° C. at 13 mm. The reactants are C(CO)(=O)O (glycolic acid), C(C(C)C)(=O)O (isobutyric acid), flavin mononucleotide, [OH-].[Na+] (NaOH), C(CO)(=O)[O-] (glycolate). Run in aqueous solution. Reaction conditions: temperature 5 celsius, time 9 hour. Yields the product C(C=O)(=O)[O-] (glyoxylate), C(=O)[O-] (formate), C(C(=O)[O-])(=O)[O-] (oxalate). Reaction SMILES: [C:1]([OH:5])(=[O:4])[CH2:2][OH:3].[C:6]([OH:11])(=[O:10])C(C)C.[OH-:12].[Na+].[C:14]([O-:18])(=[O:17])[CH2:15][OH:16]>>[C:1]([O-:5])(=[O:4])[CH:2]=[O:3].[CH:6]([O-:11])=[O:10].[C:14]([O-:18])(=[O:17])[C:15]([O-:16])=[O:12] |f:2.3|. Procedure: Into a 3 oz. Fischer-Porter glass aerosol reaction vessel was placed a magnetic stirring bar and 10 mL of an aqueous solution containing glycolic acid (0.500M), DEAMPA (0.525M), isobutyric acid (0.100M, HPLC internal standard), and flavin mononucleotide (0.01 mM) at pH 8.3 (adjusted with 50% NaOH), and the solution cooled to 5° C. To the vessel was then added 1.5 g of Hansenula polymorpha transformant G 01 (8.0 IU glycolate oxidase and 38,000 IU catalase) which had been permeabilized by treatmen... The reactants are ClC1=NC=C(C=C1C(=O)N[C@@H](C)C1=CC=C(C(=O)OC)C=C1)Cl (Methyl 4-((1S)-1-{[(2,5-dichloropyridin-3-yl)carbonyl]amino}ethyl)benzoate), ClC=1C=C(C=C(C1)Cl)O (3,5-dichlorophenol). Yields the product ClC=1C=C(C(=NC1)OC1=CC(=CC(=C1)Cl)Cl)C(=O)N[C@@H](C)C1=CC=C(C(=O)OC)C=C1 (Methyl 4-[(1S)-1-({[5-chloro-2-(3,5-dichlorophenoxy)pyridin-3-yl]carbonyl}amino)ethyl]benzoate). As a reaction SMILES: Cl[C:2]1[C:7]([C:8]([NH:10][C@H:11]([C:13]2[CH:22]=[CH:21][C:16]([C:17]([O:19][CH3:20])=[O:18])=[CH:15][CH:14]=2)[CH3:12])=[O:9])=[CH:6][C:5]([Cl:23])=[CH:4][N:3]=1.[Cl:24][C:25]1[CH:26]=[C:27]([OH:32])[CH:28]=[C:29]([Cl:31])[CH:30]=1>>[Cl:23][C:5]1[CH:6]=[C:7]([C:8]([NH:10][C@H:11]([C:13]2[CH:22]=[CH:21][C:16]([C:17]([O:19][CH3:20])=[O:18])=[CH:15][CH:14]=2)[CH3:12])=[O:9])[C:2]([O:32][C:27]2[CH:26]=[C:25]([Cl:24])[CH:30]=[C:29]([Cl:31])[CH:28]=2)=[N:3][CH:4]=1. Procedure: The title compound was prepared according to the procedure described in step 2 of Example 45 from methyl 4-((1S)-1-{[(2,5-dichloropyridin-3-yl)carbonyl]amino}ethyl)benzoate (step 1 of Example 48) and 3,5-dichlorophenol: 1H-NMR (CDCl3) δ 8.54 (1H, d, J=2.6 Hz), 8.16 (1H, d, J=2.8 Hz), 8.02 (2H, dd, J=6.6, 1.8 Hz), 7.84 (1H, d, J=7.3 Hz), 7.42 (2H, d, J=8.6 Hz), 7.31 (1H, t, J=1.8 Hz), 7.08 (2H, d, J=1.8 Hz), 5.41–5.31 (1H, m), 3.91 (3H, s), 1.60 (3H, d, J=6.9 Hz). The reactants are N(=[N+]=[N-])[Si](C)(C)C (azidotrimethylsilane), C(CCC)[Sn](CCCC)=O (dibutyltin oxide), FC1=CC=C(C=C1)CC(CCC1N(C(CC1)=O)CCCCCCC#N)O (7-{2-[4-(4-fluoro-phenyl)-3-hydroxy-butyl]-5-oxo-pyrrolidin-1-yl}-heptanenitrile), N(=[N+]=[N-])[Si](C)(C)C (azidotrimethylsilane), C(CCC)[Sn](CCCC)=O (dibutyltin oxide), Cl (HCl). The solvent is C1(=CC=CC=C1)C (toluene). Product: FC1=CC=C(C=C1)CC(CCC1CCC(N1CCCCCCC=1N=NNN1)=O)O (5-[4-(4-Fluoro-phenyl)-3-hydroxy-butyl]-1-[6-(2H-tetrazol-5-yl)-hexyl ]-pyrrolidin-2-one). Yield: 49.1%. As a reaction SMILES: [F:1][C:2]1[CH:7]=[CH:6][C:5]([CH2:8][CH:9]([OH:26])[CH2:10][CH2:11][CH:12]2[CH2:16][CH2:15][C:14](=[O:17])[N:13]2[CH2:18][CH2:19][CH2:20][CH2:21][CH2:22][CH2:23][C:24]#[N:25])=[CH:4][CH:3]=1.[N:27]([Si](C)(C)C)=[N+:28]=[N-:29].C([Sn](=O)CCCC)CCC.Cl>C1(C)C=CC=CC=1>[F:1][C:2]1[CH:7]=[CH:6][C:5]([CH2:8][CH:9]([OH:26])[CH2:10][CH2:11][CH:12]2[N:13]([CH2:18][CH2:19][CH2:20][CH2:21][CH2:22][CH2:23][C:24]3[N:27]=[N:28][NH:29][N:25]=3)[C:14](=[O:17])[CH2:15][CH2:16]2)=[CH:4][CH:3]=1. Procedure details: Following the procedure described for Example 3, Step D, 7-{2-[4-(4-fluoro-phenyl)-3-hydroxy-butyl]-5-oxo-pyrrolidin-1-yl}-heptanenitrile (71 mg, 0.197 mmol) was reacted with azidotrimethylsilane (45 mg, 0.394 mmol) and dibutyltin oxide (5 mg, 0.02 mmol) in toluene (10 mL) heated under reflux for 16 h. Additional azidotrimethylsilane (200 mg) and dibutyltin oxide (50 mg) were added and the reaction mixture was heated under reflux for 5 h. The reaction mixture was acidified with 1N HCl to pH=2 (5...